This data is from the Open Reaction Database (ORD), a public repository of structured organic reaction records. The task is: describe an organic reaction: reactants, conditions, products, and yield Starting materials: OC1=C(C=CC=C1)C1=NOC2=C1SC=C2 (3-(2-hydroxyphenyl)thieno[2,3-d]isoxazole), C(Br)C1CO1 (epibromohydrin), C([O-])([O-])=O.[K+].[K+] (potassium carbonate). Run in C(C)#N (acetonitrile). Reaction conditions: time 28 hour. Yields the product O1C2=C(C=CC(=C21)OC)C2=NOC1=C2SC=C1 (3-(2-Epoxymethoxyphenyl)thieno[2,3-d]isoxazole). The yield is 73.4%. RXN SMILES: [OH:1][C:2]1[CH:7]=[CH:6][CH:5]=[CH:4][C:3]=1[C:8]1[C:12]2[S:13][CH:14]=[CH:15][C:11]=2[O:10][N:9]=1.C(C1[O:20][CH2:19]1)Br.C(=O)([O-])[O-].[K+].[K+]>C(#N)C>[O:1]1[C:7]2[C:2]1=[C:3]([C:8]1[C:12]3[S:13][CH:14]=[CH:15][C:11]=3[O:10][N:9]=1)[CH:4]=[CH:5][C:6]=2[O:20][CH3:19] |f:2.3.4|. Reported procedure: A mixture of 6.3 g of 3-(2-hydroxyphenyl)thieno[2,3-d]isoxazole, 5 g of epibromohydrin and 2.6 g of potassium carbonate in 37 ml of acetonitrile was stirred under nitrogen at 70°-80° C. until completion of the reaction. The reaction was complete fter 28 hours and the mixture was left to cool to room temperature. Quenching with water, extraction with ether/ethyl acetate (1:1), washing and drying (over anhydrous magnesium sulfate) gave 6.34 g of a crude oil. The epoxide was separated by high perfo...